From a dataset of the Open Reaction Database (ORD), a public repository of structured organic reaction records. describe an organic reaction: reactants, conditions, products, and yield Reactants: ClCCl, CC(=O)[O-], [Na+], O=[Cr](=O)([O-])Cl, O, CC(O)CNC(=O)C(Cc1ccc(OC(F)(F)F)cc1)NC(=O)c1ccc(OCCC(F)(F)F)cc1, c1cc[nH+]cc1. Product: CC(=O)CNC(=O)C(Cc1ccc(OC(F)(F)F)cc1)NC(=O)c1ccc(OCCC(F)(F)F)cc1. As a reaction SMILES: [CH2:17]([Cl:18])[Cl:19].[CH3:13][C:14](=[O:15])[O-:16].[Na+:12].[O:1]=[Cr:2]([Cl:3])([O-:4])=[O:5].[OH2:56].[OH:20][CH:21]([CH2:22][NH:23][C:24]([CH:25]([CH2:26][c:27]1[cH:28][cH:29][c:30]([O:33][C:34]([F:35])([F:36])[F:37])[cH:31][cH:32]1)[NH:38][C:39]([c:40]1[cH:41][cH:42][c:43]([O:46][CH2:47][CH2:48][C:49]([F:50])([F:51])[F:52])[cH:44][cH:45]1)=[O:53])=[O:54])[CH3:55].[nH+:6]1[cH:7][cH:8][cH:9][cH:10][cH:11]1>>[O:20]=[C:21]([CH2:22][NH:23][C:24]([CH:25]([CH2:26][c:27]1[cH:28][cH:29][c:30]([O:33][C:34]([F:35])([F:36])[F:37])[cH:31][cH:32]1)[NH:38][C:39]([c:40]1[cH:41][cH:42][c:43]([O:46][CH2:47][CH2:48][C:49]([F:50])([F:51])[F:52])[cH:44][cH:45]1)=[O:53])=[O:54])[CH3:55]. Reactants: FCCBr, O=C([O-])[O-], CC#N, [Cs+], [Cs+], N#Cc1ccc(N)cc1C(F)(F)F. Product: N#Cc1ccc(NCCF)cc1C(F)(F)F. RXN SMILES: [Br:20][CH2:21][CH2:22][F:23].[C:14](=[O:15])([O-:16])[O-:17].[CH3:24][C:25]#[N:26].[Cs+:18].[Cs+:19].[NH2:1][c:2]1[cH:3][c:4]([C:10]([F:11])([F:12])[F:13])[c:5]([C:6]#[N:7])[cH:8][cH:9]1>>[NH:1]([c:2]1[cH:3][c:4]([C:10]([F:11])([F:12])[F:13])[c:5]([C:6]#[N:7])[cH:8][cH:9]1)[CH2:21][CH2:22][F:23]. Starting materials: [OH-].[Na+] (sodium hydroxide), CN1N=C(C=C1C(=O)OCC)C1=CC=CC=C1 (ethyl 1-methyl-3-phenyl-1H-5-pyrazolecarboxylate), Cl (hydrochloric acid). The solvent is C(C)O (ethanol). Yields the product CN1N=C(C=C1C(=O)O)C1=CC=CC=C1 (1-methyl-3-phenyl-1H-5-pyrazolecarboxylic acid). The yield is 104.4%. As a reaction SMILES: [CH3:1][N:2]1[C:6]([C:7]([O:9]CC)=[O:8])=[CH:5][C:4]([C:12]2[CH:17]=[CH:16][CH:15]=[CH:14][CH:13]=2)=[N:3]1.[OH-].[Na+].Cl>C(O)C>[CH3:1][N:2]1[C:6]([C:7]([OH:9])=[O:8])=[CH:5][C:4]([C:12]2[CH:17]=[CH:16][CH:15]=[CH:14][CH:13]=2)=[N:3]1 |f:1.2|. Reported procedure: 0.12 g of ethyl 1-methyl-3-phenyl-1H-5-pyrazolecarboxylate was dissolved in 5 ml ethanol. 1 ml of 5N aqueous sodium hydroxide solution was added thereto, followed by heating under reflux for 1 hour. The reaction solution was ice-cooled, neutralized with 2N hydrochloric acid and then extracted with ethyl acetate. The organic layer was washed with brine, dried over anhydrous magnesium sulfate and evaporated, to give 0.11 g of 1-methyl-3-phenyl-1H-5-pyrazolecarboxylic acid. Starting materials: NC=1C=NN(C1N1CCC(C(CC1)F)NC(C(F)(F)F)=O)C1CC1 (N-(1-(4-amino-1-cyclopropyl-1H-pyrazol-5-yl)-5-fluoroazepan-4-yl)-2,2,2-trifluoroacetamide), C(C)(C)(C)OC(=O)NC1=C(N=C(S1)C1=C(C=CC=C1F)F)C(=O)O (5-(tert-butoxycarbonyl-amino)-2-(2,6-difluorophenyl)thiazole-4-carboxylic acid). The product is NC1=C(N=C(S1)C1=C(C=CC=C1F)F)C(=O)NC=1C=NN(C1N1CC[C@@H]([C@H](CC1)F)N)C1CC1 (5-amino-N-(5-((4S,5S)-4-amino-5-fluoroazepan-1-yl)-1-cyclopropyl-1H-pyrazol-4-yl)-2-(2,6-difluorophenyl)thiazole-4-carboxamide). RXN SMILES: [NH2:1][C:2]1[CH:3]=[N:4][N:5]([CH:22]2[CH2:24][CH2:23]2)[C:6]=1[N:7]1[CH2:13][CH2:12][CH:11]([F:14])[CH:10]([NH:15]C(=O)C(F)(F)F)[CH2:9][CH2:8]1.C(OC([NH:32][C:33]1[S:37][C:36]([C:38]2[C:43]([F:44])=[CH:42][CH:41]=[CH:40][C:39]=2[F:45])=[N:35][C:34]=1[C:46](O)=[O:47])=O)(C)(C)C>>[NH2:32][C:33]1[S:37][C:36]([C:38]2[C:43]([F:44])=[CH:42][CH:41]=[CH:40][C:39]=2[F:45])=[N:35][C:34]=1[C:46]([NH:1][C:2]1[CH:3]=[N:4][N:5]([CH:22]2[CH2:23][CH2:24]2)[C:6]=1[N:7]1[CH2:13][CH2:12][C@H:11]([F:14])[C@@H:10]([NH2:15])[CH2:9][CH2:8]1)=[O:47]. Reported procedure: Following the procedure for Example 107 starting from N-(1-(4-amino-1-cyclopropyl-1H-pyrazol-5-yl)-5-fluoroazepan-4-yl)-2,2,2-trifluoroacetamide and 5-(tert-butoxycarbonyl-amino)-2-(2,6-difluorophenyl)thiazole-4-carboxylic acid gave, after purification via preparative HPLC, 278 as the monoformate salt as an off-white solid (209 mg, 50% over two steps). 1H NMR (400 MHz, d4-MeOD) δ 8.54 (s, 1H), 7.52 (s, 1H), 7.51-7.44 (m, 1H), 7.19-7.12 (m, 2H), 4.86 (dtd, J=48.0, 9.3, 3.0 Hz, 1H), 3.61-3.47 (m, ... Starting materials: COc1cccc(C#Cc2cncc(Br)c2)c1, CC(C)[Mg+], [Cl-], C1CCOC1. Yields the product COc1cccc(C#Cc2cncc(C=O)c2)c1. RXN SMILES: [Br:11][c:12]1[cH:13][n:14][cH:15][c:16]([C:18]#[C:19][c:20]2[cH:21][c:22]([O:26][CH3:27])[cH:23][cH:24][cH:25]2)[cH:17]1.[CH:2]([Mg+:3])([CH3:4])[CH3:5].[Cl-:1].[O:6]1[CH2:7][CH2:10][CH2:9][CH2:8]1>>[O:6]=[CH:7][c:12]1[cH:13][n:14][cH:15][c:16]([C:18]#[C:19][c:20]2[cH:21][c:22]([O:26][CH3:27])[cH:23][cH:24][cH:25]2)[cH:17]1.